From a dataset of the Open Reaction Database (ORD), a public repository of structured organic reaction records. describe an organic reaction: reactants, conditions, products, and yield Procedure details: Sodium metal (30 mg, 1.3 mmol) was added to a stirred solution of 4-methyl-1-[N-(2-methyl-1,2,3,4-tetrahydroisoquinoline-7-sulphonyl)-3-(2-cyano-4-pyridyl)-(S)-alanyl]-1,2,3,6-tetrahydropyridine-2(R)-carboxylic acid ethyl ester (Preparation 54; 243 mg, 0.44 mmol) in ethanol (4 ml) at room temperature. After 1 hour, ammonium chloride (140 mg, 2.6 mmol) was added and the resulting mixture stirred for 18 hours and then filtered. Evaporation under reduced pressure of the filtrate followed by purific... The reactants are [Na] (Sodium), C(C)OC(=O)[C@@H]1N(CC=C(C1)C)C([C@@H](NS(=O)(=O)C1=CC=C2CCN(CC2=C1)C)CC1=CC(=NC=C1)C#N)=O (4-methyl-1-[N-(2-methyl-1,2,3,4-tetrahydroisoquinoline-7-sulphonyl)-3-(2-cyano-4-pyridyl)-(S)-alanyl]-1,2,3,6-tetrahydropyridine-2(R)-carboxylic acid ethyl ester), [Cl-].[NH4+] (ammonium chloride). The product is Cl.C(C)OC(=O)[C@@H]1N(CC=C(C1)C)C([C@@H](NS(=O)(=O)C1=CC=C2CCN(CC2=C1)C)CC1=CC(=NC=C1)C(N)=N)=O (4-Methyl-1-[N-(2-methyl-1,2,3,4-tetrahydroisoquinoline-7-sulphonyl)-3-(2-amidino-4-pyridyl)-(S)-alanyl]-1,2,3,6-tetrahydropyridine-2(R)-carboxylic acid ethyl ester hydrochloride). The yield is 66.1%. The solvent is C(C)O (ethanol). As a reaction SMILES: [Na].[CH2:2]([O:4][C:5]([C@H:7]1[CH2:12][C:11]([CH3:13])=[CH:10][CH2:9][N:8]1[C:14](=[O:40])[C@H:15]([CH2:31][C:32]1[CH:37]=[CH:36][N:35]=[C:34]([C:38]#[N:39])[CH:33]=1)[NH:16][S:17]([C:20]1[CH:29]=[C:28]2[C:23]([CH2:24][CH2:25][N:26]([CH3:30])[CH2:27]2)=[CH:22][CH:21]=1)(=[O:19])=[O:18])=[O:6])[CH3:3].[Cl-:41].[NH4+:42]>C(O)C>[ClH:41].[CH2:2]([O:4][C:5]([C@H:7]1[CH2:12][C:11]([CH3:13])=[CH:10][CH2:9][N:8]1[C:14](=[O:40])[C@H:15]([CH2:31][C:32]1[CH:37]=[CH:36][N:35]=[C:34]([C:38](=[NH:42])[NH2:39])[CH:33]=1)[NH:16][S:17]([C:20]1[CH:29]=[C:28]2[C:23]([CH2:24][CH2:25][N:26]([CH3:30])[CH2:27]2)=[CH:22][CH:21]=1)(=[O:19])=[O:18])=[O:6])[CH3:3] |f:2.3,5.6,^1:0|. Run at time 1 hour. The reactants are ClCCl, Cl, CC(C)OC(=O)N=NC(=O)OC(C)C, CC1(C)CC(=O)c2cc(O)ccc2C1, OC1CCOC1, c1ccc(P(c2ccccc2)c2ccccc2)cc1. Product: CC1(C)CC(=O)c2cc(OC3CCOC3)ccc2C1. As a reaction SMILES: [Cl:55][CH2:56][Cl:57].[ClH:54].[O:34]=[C:35]([O:36][CH:37]([CH3:38])[CH3:39])[N:40]=[N:41][C:42]([O:43][CH:44]([CH3:45])[CH3:46])=[O:47].[OH:1][c:2]1[cH:3][cH:4][c:5]2[c:10]([cH:11]1)[C:9](=[O:12])[CH2:8][C:7]([CH3:13])([CH3:14])[CH2:6]2.[OH:48][CH:49]1[CH2:50][O:51][CH2:52][CH2:53]1.[c:15]1([P:16]([c:17]2[cH:18][cH:19][cH:20][cH:21][cH:22]2)[c:23]2[cH:24][cH:25][cH:26][cH:27][cH:28]2)[cH:29][cH:30][cH:31][cH:32][cH:33]1>>[O:1]([c:2]1[cH:3][cH:4][c:5]2[c:10]([cH:11]1)[C:9](=[O:12])[CH2:8][C:7]([CH3:13])([CH3:14])[CH2:6]2)[CH:49]1[CH2:50][O:51][CH2:52][CH2:53]1. As a reaction SMILES: [CH3:25][O:26][c:27]1[cH:28][cH:29][c:30]([P:31]2(=[S:32])[S:33][P:35](=[S:36])([c:37]3[cH:38][cH:39][c:40]([O:41][CH3:42])[cH:43][cH:44]3)[S:34]2)[cH:45][cH:46]1.[CH3:47][c:48]1[cH:49][cH:50][cH:51][cH:52][cH:53]1.[Cl:1][c:2]1[c:3]([O:4][c:5]2[cH:6][cH:7][c:8]([N+:14](=[O:15])[O-:16])[c:9]([C:10](=[O:11])[NH2:12])[cH:13]2)[cH:17][cH:18][c:19]([C:21]([F:22])([F:23])[F:24])[cH:20]1>>[Cl:1][c:2]1[c:3]([O:4][c:5]2[cH:6][cH:7][c:8]([N+:14](=[O:15])[O-:16])[c:9]([C:10]([NH2:12])=[S:34])[cH:13]2)[cH:17][cH:18][c:19]([C:21]([F:22])([F:23])[F:24])[cH:20]1. The product is NC(=S)c1cc(Oc2ccc(C(F)(F)F)cc2Cl)ccc1[N+](=O)[O-]. The reactants are COc1ccc(P2(=S)SP(=S)(c3ccc(OC)cc3)S2)cc1, Cc1ccccc1, NC(=O)c1cc(Oc2ccc(C(F)(F)F)cc2Cl)ccc1[N+](=O)[O-]. Starting materials: ice water, NCC1=CC=NC=C1 (4-(aminomethyl)pyridine), C(C)(C)N(C(C)C)CC (N,N-diisopropylethylamine), ClC=1SC(=C(N1)Cl)C=O (2,4-Dichloro-thiazole-5-carbaldehyde). Solvent: O1CCCC1 (tetrahydrofuran), O1CCCC1 (tetrahydrofuran). Run at time 8 hour. The product is ClC=1N=C(SC1C=O)NCC1=CC=NC=C1 (4-chloro-2-[(pyridin-4-ylmethyl)-amino]-thiazole-5-carbaldehyde). As a reaction SMILES: [NH2:1][CH2:2][C:3]1[CH:8]=[CH:7][N:6]=[CH:5][CH:4]=1.C(N(CC)C(C)C)(C)C.Cl[C:19]1[S:20][C:21]([CH:25]=[O:26])=[C:22]([Cl:24])[N:23]=1>O1CCCC1>[Cl:24][C:22]1[N:23]=[C:19]([NH:1][CH2:2][C:3]2[CH:8]=[CH:7][N:6]=[CH:5][CH:4]=2)[S:20][C:21]=1[CH:25]=[O:26]. Procedure: To a solution of 4-(aminomethyl)pyridine (516, 1.16 mL, 11.5 mmol) and N,N-diisopropylethylamine (3.8 mL, 22 mmol) in tetrahydrofuran (50 mL) was added 2,4-dichloro-thiazole-5-carbaldehyde (93, 2.0 g, 11.0 mmol) in tetrahydrofuran (5 mL) at room temperature. The reaction mixture was stirred at room temperature overnight. The reaction mixture was poured into ice water, extracted with ethyl acetate, washed with brine, and dried over sodium sulfate. The crude compound 4-chloro-2-[(pyridin-4-ylmethy... Starting materials: C(C(C)C)N (isobutylamine), C(=O)(O)CN1C(SC(C1=O)=COCC)=S (3-carboxymethyl-5-ethoxymethylidenerhodanine). The solvent is C(C)O (ethanol). Product: C(=O)(O)CN1C(SC(C1=O)=CNCC(C)C)=S (3-carboxymethyl-5-isobutylaminomethylidenerhodanine), crystal. Yield: 64.3%. As a reaction SMILES: [CH2:1]([NH2:5])[CH:2]([CH3:4])[CH3:3].[C:6]([CH2:9][N:10]1[C:14](=[O:15])[C:13](=[CH:16]OCC)[S:12][C:11]1=[S:20])([OH:8])=[O:7]>C(O)C>[C:6]([CH2:9][N:10]1[C:14](=[O:15])[C:13](=[CH:16][NH:5][CH2:1][CH:2]([CH3:4])[CH3:3])[S:12][C:11]1=[S:20])([OH:8])=[O:7]. Procedure details: 0.74 Gram (0.01 mole) of isobutylamine was added to a mixture of 1.2 g (0.005 mole) of 3-carboxymethyl-5-ethoxymethylidenerhodanine and 10 ml of ethanol, and the resulting mixture was subjected to reaction at a temperature of 50° to 60° C. for 1 hour. The reaction mixture was concentrated and the resulting residue was dried and dissolved into water. The solution was made neutral or weakly acidic with a dilute hydrochloric acid and the formed precipitate was separated by filtration. The precipita... The reactants are BrC1=CC(=C(C=O)C=C1)F (4-bromo-2-fluoro-benzaldehyde), COC1=CC=C(C=C1)B(O)O (4-methoxyphenylboronic acid). Yields the product FC=1C=C(C=CC1C=O)C1=CC=C(C=C1)OC (3-Fluoro-4′-methoxy-1,1′-biphenyl-4-carbaldehyde), white solid. Isolated yield 94.0%. Reaction SMILES: Br[C:2]1[CH:9]=[CH:8][C:5]([CH:6]=[O:7])=[C:4]([F:10])[CH:3]=1.[CH3:11][O:12][C:13]1[CH:18]=[CH:17][C:16](B(O)O)=[CH:15][CH:14]=1>>[F:10][C:4]1[CH:3]=[C:2]([C:16]2[CH:17]=[CH:18][C:13]([O:12][CH3:11])=[CH:14][CH:15]=2)[CH:9]=[CH:8][C:5]=1[CH:6]=[O:7]. Procedure details: The title compound was prepared by reacting 4-bromo-2-fluoro-benzaldehyde (3 g, 14.8 mmol) with 4-methoxyphenylboronic acid (2.70 g, 17.8 mmol) according to Method B to yield 3.2 g (94%) of white solid: mp 85-86° C.; 1H NMR (DMSO-d6): δ 3.83 (3H, s). 7.06-7.09 (2H, m), 7.70-7.75 (2H, m), 7.79-7.82 (2H, m), 7.88 (1H, t, J=7.96 Hz), 10.22 (1H, s); IR 1681 cm−1; MS (ESI) m/z 231 (M+H)+. The reactants are N1(CCCC1)C1=NC=CC=C1 (Pyrrolidinopyridine), ClC(=O)OC(C)C (iso-propyl chloroformate), N1(C=NC=C1)CC1=CC=C(C=C1)C1=C(SC(=C1)CC(C)C)S(=O)(=O)N (3-(4-imidazol-1-ylmethylphenyl)-5-iso-butylthiophene-2-sulfonamide). Solvent: N1=CC=CC=C1 (pyridine). Run at temperature 50 celsius, time 8 hour. The product is C(C)(C)OC(=O)NS(=O)(=O)C=1SC(=CC1C1=CC=C(C=C1)CN1C=NC=C1)CC(C)C (N-iso-Propyloxycarbonyl-3-(4-imidazol-1-ylmethylphenyl)-5-iso-butyl-thiophene-2-sulfonamide). The yield is 42.8%. Reaction SMILES: [N:1]1([CH2:6][C:7]2[CH:12]=[CH:11][C:10]([C:13]3[CH:17]=[C:16]([CH2:18][CH:19]([CH3:21])[CH3:20])[S:15][C:14]=3[S:22]([NH2:25])(=[O:24])=[O:23])=[CH:9][CH:8]=2)[CH:5]=[CH:4][N:3]=[CH:2]1.N1(C2C=CC=CN=2)CCCC1.Cl[C:38]([O:40][CH:41]([CH3:43])[CH3:42])=[O:39]>N1C=CC=CC=1>[CH:41]([O:40][C:38]([NH:25][S:22]([C:14]1[S:15][C:16]([CH2:18][CH:19]([CH3:21])[CH3:20])=[CH:17][C:13]=1[C:10]1[CH:11]=[CH:12][C:7]([CH2:6][N:1]2[CH:5]=[CH:4][N:3]=[CH:2]2)=[CH:8][CH:9]=1)(=[O:24])=[O:23])=[O:39])([CH3:43])[CH3:42]. Procedure details: 100 mg of crude 3-(4-imidazol-1-ylmethylphenyl)-5-iso-butylthiophene-2-sulfonamide (see Example 1(f) above) was dissolved in pyridine (4 mL, dried over 4 Å molecular sieve) and cooled on ice. Pyrrolidinopyridine (39.5 mg, 0.266 mmol) and iso-propyl chloroformate (1M in toluene, 2.66 mL, 2.66 mmol) were then added to the mixture. The mixture was stirred overnight under N2 atmosphere at 50° C. Evaporation and co-evaporation with acetonitrile to remove the solvents, followed by purification using p... Reactants: Cl.C(C)OC(=O)CN(C=1C=C2C=C(N(C2=CC1)C)CC1=CC=C(C(=N)N)C=C1)S(=O)(=O)C=1C=CC=C2C=CC=NC12 (4-[(5-(N-ethoxycarbonylmethyl-quinolin-8-yl-sulphonylamino)-1-methyl-indol-2-yl)-methyl]-benzamidine-hydrochloride), 2-(methylsulphonyl)-ethyl-4-nitrophenylcarbonate, C([O-])([O-])=O.[K+].[K+] (potassium carbonate), O1CCCC1 (tetrahydrofuran). Product: C(C)OC(=O)CN(C=1C=C2C=C(N(C2=CC1)C)CC1=CC=C(C(=NC(=O)OCCS(=O)(=O)C)N)C=C1)S(=O)(=O)C=1C=CC=C2C=CC=NC12 (4-[(5-(N-ethoxycarbonylmethyl-quinolin-8-yl-sulphonylamino)-1-methyl-indol-2-yl)-methyl]-N'-(2-methanesulphonyl-ethyloxycarbonyl)benzamidine). RXN SMILES: Cl.[CH2:2]([O:4][C:5]([CH2:7][N:8]([S:29]([C:32]1[CH:33]=[CH:34][CH:35]=[C:36]2[C:41]=1[N:40]=[CH:39][CH:38]=[CH:37]2)(=[O:31])=[O:30])[C:9]1[CH:10]=[C:11]2[C:15](=[CH:16][CH:17]=1)[N:14]([CH3:18])[C:13]([CH2:19][C:20]1[CH:28]=[CH:27][C:23]([C:24]([NH2:26])=[NH:25])=[CH:22][CH:21]=1)=[CH:12]2)=[O:6])[CH3:3].[C:42](=[O:45])([O-])[O-:43].[K+].[K+].O1[CH2:52][CH2:51]CC1>>[CH2:2]([O:4][C:5]([CH2:7][N:8]([S:29]([C:32]1[CH:33]=[CH:34][CH:35]=[C:36]2[C:41]=1[N:40]=[CH:39][CH:38]=[CH:37]2)(=[O:30])=[O:31])[C:9]1[CH:10]=[C:11]2[C:15](=[CH:16][CH:17]=1)[N:14]([CH3:18])[C:13]([CH2:19][C:20]1[CH:21]=[CH:22][C:23]([C:24]([NH2:26])=[N:25][C:42]([O:43][CH2:51][CH2:52][S:29]([CH3:32])(=[O:31])=[O:30])=[O:45])=[CH:27][CH:28]=1)=[CH:12]2)=[O:6])[CH3:3] |f:0.1,2.3.4|. Procedure details: 300 mg (0.5 mmol) of 4-[(5-(N-ethoxycarbonylmethyl-quinolin-8-yl-sulphonylamino)-1-methyl-indol-2-yl)-methyl]-benzamidine-hydrochloride, 170 mg (0.6 mmol) of 2-(methylsulphonyl)-ethyl-4-nitrophenylcarbonate and 210 mg (1.5 mmol) of potassium carbonate are stirred in 30 ml tetrahydrofuran for 5 hours at ambient temperature. Then the reaction mixture is filtered and the mother liquor is concentrated by evaporation. The residue is taken up in methylene chloride and washed with sodium hydrogen carbo... Starting materials: C(#N)CC(=O)O (Cyanoacetic acid), C(CCCCCCCCC)O (decyl alcohol), CS(=O)(=O)O (methanesulfonic acid). Run at temperature 130 celsius. Yields the product C(#N)CC(=O)OCCCCCCCCCC (decyl cyanoacetate). Reaction SMILES: [C:1]([CH2:3][C:4]([OH:6])=[O:5])#[N:2].[CH2:7](O)[CH2:8][CH2:9][CH2:10][CH2:11][CH2:12][CH2:13][CH2:14][CH2:15][CH3:16].CS(O)(=O)=O>>[C:1]([CH2:3][C:4]([O:6][CH2:7][CH2:8][CH2:9][CH2:10][CH2:11][CH2:12][CH2:13][CH2:14][CH2:15][CH3:16])=[O:5])#[N:2]. Reported procedure: Cyanoacetic acid (85.5 g; 1.0 mol), decyl alcohol (206 g; 1.30 mol) and methanesulfonic acid (0.47 g; 0.005 mol) were introduced into a 500 ml flask under a nitrogen atmosphere. The mixture was warmed slowly to a maximum temperature of 130° C., while gradually reducing the pressure to about 10 mm of Hg. Water was continuously removed from the distillates (bp 60-65° C./50 mm of Hg) and the organic layer of decyl alcohol was returned to the flask until the reaction was complete. After distilling o... Reactants: OC=1C=C2C=CC=C(C2=CC1)C(=O)O (6-Hydroxy-1-naphthoic acid), C([O-])([O-])=O.[Cs+].[Cs+] (cesium carbonate), ClC1=NC=NC2=CC(=C(C=C12)OC)OC (4-chloro-6,7-dimethoxy-quinazoline), Cl (HCl). Solvent: CS(=O)C (DMSO), O (H2O). Run at temperature 140 celsius. Yields the product COC=1C=C2C(=NC=NC2=CC1OC)OC=1C=C2C=CC=C(C2=CC1)C(=O)O (6-(6,7-dimethoxyquinazolin-4-yloxy)-1-naphthoic acid). Isolated yield 58.7%. Reaction SMILES: [OH:1][C:2]1[CH:3]=[C:4]2[C:9](=[CH:10][CH:11]=1)[C:8]([C:12]([OH:14])=[O:13])=[CH:7][CH:6]=[CH:5]2.C(=O)([O-])[O-].[Cs+].[Cs+].Cl[C:22]1[C:31]2[C:26](=[CH:27][C:28]([O:34][CH3:35])=[C:29]([O:32][CH3:33])[CH:30]=2)[N:25]=[CH:24][N:23]=1.Cl>O.CS(C)=O>[CH3:33][O:32][C:29]1[CH:30]=[C:31]2[C:26](=[CH:27][C:28]=1[O:34][CH3:35])[N:25]=[CH:24][N:23]=[C:22]2[O:1][C:2]1[CH:3]=[C:4]2[C:9](=[CH:10][CH:11]=1)[C:8]([C:12]([OH:14])=[O:13])=[CH:7][CH:6]=[CH:5]2 |f:1.2.3|. Reported procedure: 6-Hydroxy-1-naphthoic acid (1.43 g, 7.6 mmol) and 38 ml of DMSO were stirred at room temperature while cesium carbonate (7.5 g, 22.9 mmol) and 4-chloro-6,7-dimethoxy-quinazoline (2.05 g, 9.14 mmol) were added. The mixture was heated at 140° C. for 3 hours. The mixture was cooled to room temperature and diluted with 40 mL of H2O. The mixture was neutralized with 2 N HCl to 6.5. The deposited solids were collected by vacuum filtration, washed with H2O, dried under vacuum and recrystallized from me...